From a dataset of the Open Reaction Database (ORD), a public repository of structured organic reaction records. describe an organic reaction: reactants, conditions, products, and yield Reactants: BrC(=O)Br (bromo ketone), CC(=O)[O-].[Na+] (NaOAc), NC(=S)N (thiourea), C(C)(=O)C1=CC=C(C=C1)C(C)=O (1-(4-Acetyl-phenyl)-ethanone), BrBr (bromine). Solvent: C(C)O (ethanol), C(C)(=O)O (acetic acid), CC(=O)O (HOAc). Run at time 15 hour. Yields the product NC=1SC=C(N1)C1=CC=C(C=C1)C(C)=O (1-[4-(2-Amino-thiazol-4-yl)-phenyl]-ethanone). Reaction SMILES: [C:1]([C:4]1[CH:9]=[CH:8][C:7]([C:10](=[O:12])[CH3:11])=[CH:6][CH:5]=1)(=O)[CH3:2].BrBr.BrC(Br)=O.CC([O-])=O.[Na+].[NH2:24][C:25]([NH2:27])=[S:26]>CC(O)=O.C(O)C>[NH2:27][C:25]1[S:26][CH:2]=[C:1]([C:4]2[CH:9]=[CH:8][C:7]([C:10](=[O:12])[CH3:11])=[CH:6][CH:5]=2)[N:24]=1 |f:3.4|. Procedure details: A solution of 1-(4-Acetyl-phenyl)-ethanone (8.1 g, 5 mmol), in HOAc (50 mL) at 60° C. was treated with bromine (1 eq., 0.26 mL) dropwise over 10 minutes. After 5 more minutes the reaction was cooled, the acetic acid was removed, ethyl acetate (50 mL) was added and then removed to get drive off the remainder of the acetic acid. The crude bromo ketone was then dissolved in ethanol (30 mL) with NaOAc (1.1 g) and thiourea (1 eq., 375 mg) was added. The suspension was stirred at room temperature for ... Reactants: ClCc1ccc2cc(Br)ccc2n1, O=C1NC(=O)c2ccccc21, CC#N, [K], NN, CN(C)C=O, O. Yields the product NCc1ccc2cc(Br)ccc2n1. RXN SMILES: [Br:1][c:2]1[cH:3][c:4]2[cH:5][cH:6][c:7]([CH2:12][Cl:13])[n:8][c:9]2[cH:10][cH:11]1.[C:22]1(=[O:23])[NH:24][C:25](=[O:26])[c:27]2[cH:28][cH:29][cH:30][cH:31][c:32]21.[CH3:19][C:20]#[N:21].[K:33].[NH2:34][NH2:35].[O:14]=[CH:15][N:16]([CH3:17])[CH3:18].[OH2:36]>>[Br:1][c:2]1[cH:3][c:4]2[cH:5][cH:6][c:7]([CH2:12][NH2:16])[n:8][c:9]2[cH:10][cH:11]1.